This data is from the Open Reaction Database (ORD), a public repository of structured organic reaction records. The task is: describe an organic reaction: reactants, conditions, products, and yield Starting materials: [Al+3], [H-], [H-], [H-], [H-], [Li+], [Na+], C1CCOC1, [OH-], O, O=C1COc2ncc(-c3cccnc3)cc2N1. Yields the product c1cncc(-c2cnc3c(c2)NCCO3)c1. Reaction SMILES: [Al+3:19].[H-:18].[H-:21].[H-:22].[H-:23].[Li+:20].[Na+:26].[O:27]1[CH2:28][CH2:29][CH2:30][CH2:31]1.[OH-:25].[OH2:24].[n:1]1[cH:2][c:3](-[c:7]2[cH:8][c:9]3[c:10]([n:16][cH:17]2)[O:11][CH2:12][C:13](=[O:15])[NH:14]3)[cH:4][cH:5][cH:6]1>>[n:1]1[cH:2][c:3](-[c:7]2[cH:8][c:9]3[c:10]([n:16][cH:17]2)[O:11][CH2:12][CH2:13][NH:14]3)[cH:4][cH:5][cH:6]1. Reactants: CO, Cc1ccccc1, [Cl-], ClCCl, CCOC(=O)C1=NN(c2ccc(Cl)cc2)C(c2ccccc2)C1, N#N, [NH4+]. The product is Cl, N=C(N)C1=NN(c2ccc(Cl)cc2)C(c2ccccc2)C1. As a reaction SMILES: [CH3:28][OH:29].[CH3:30][c:31]1[cH:32][cH:33][cH:34][cH:35][cH:36]1.[Cl-:1].[Cl:37][CH2:38][Cl:39].[Cl:5][c:6]1[cH:7][cH:8][c:9]([N:12]2[N:13]=[C:14]([C:23]([O:24][CH2:25][CH3:26])=[O:27])[CH2:15][CH:16]2[c:17]2[cH:18][cH:19][cH:20][cH:21][cH:22]2)[cH:10][cH:11]1.[N:3]#[N:4].[NH4+:2]>>[ClH:1].[NH:2]=[C:23]([NH2:3])[C:14]1=[N:13][N:12]([c:9]2[cH:8][cH:7][c:6]([Cl:5])[cH:11][cH:10]2)[CH:16]([c:17]2[cH:18][cH:19][cH:20][cH:21][cH:22]2)[CH2:15]1.